Dataset: the Open Reaction Database (ORD), a public repository of structured organic reaction records. Task: describe an organic reaction: reactants, conditions, products, and yield Starting materials: C1CCNC1, CC(=O)O, C=Cc1nc2c(cc1C#N)c(C)nn2C, CO. Yields the product Cc1nn(C)c2nc(CCN3CCCC3)c(C#N)cc12. RXN SMILES: [CH2:20]1[CH2:21][CH2:22][NH:23][CH2:24]1.[CH3:16][C:17](=[O:18])[OH:19].[CH3:1][n:2]1[n:3][c:4]([CH3:15])[c:5]2[c:6]1[n:7][c:8]([CH:13]=[CH2:14])[c:9]([C:11]#[N:12])[cH:10]2.[CH3:25][OH:26]>>[CH3:1][n:2]1[n:3][c:4]([CH3:15])[c:5]2[c:6]1[n:7][c:8]([CH2:13][CH2:14][N:23]1[CH2:22][CH2:21][CH2:20][CH2:24]1)[c:9]([C:11]#[N:12])[cH:10]2. Starting materials: Oc1cccc(Br)c1, BrCc1cccc(Br)c1, [K+], [K+], O=C([O-])[O-]. Yields the product Brc1cccc(COc2cccc(Br)c2)c1. As a reaction SMILES: [Br:1][c:2]1[cH:3][c:4]([OH:8])[cH:5][cH:6][cH:7]1.[Br:9][c:10]1[cH:11][c:12]([CH2:13][Br:14])[cH:15][cH:16][cH:17]1.[K+:18].[K+:19].[O-:20][C:21]([O-:22])=[O:23]>>[Br:1][c:2]1[cH:3][c:4]([O:8][CH2:13][c:12]2[cH:11][c:10]([Br:9])[cH:17][cH:16][cH:15]2)[cH:5][cH:6][cH:7]1. Starting materials: CC(=O)O, CC(=O)[O-], CC1(C)OC(=O)C(=O)c2sc(=S)sc21, ClCCl, [Hg+]. Yields the product CC1(C)OC(=O)C(=O)c2sc(=O)sc21. Reaction SMILES: [C:18]([OH:19])(=[O:20])[CH3:21].[C:22]([O-:23])(=[O:24])[CH3:25].[CH3:1][C:2]1([CH3:14])[O:3][C:4](=[O:13])[C:5](=[O:12])[c:6]2[c:7]1[s:8][c:9](=[S:11])[s:10]2.[Cl:15][CH2:16][Cl:17].[Hg+:26]>>[CH3:1][C:2]1([CH3:14])[O:3][C:4](=[O:13])[C:5](=[O:12])[c:6]2[c:7]1[s:8][c:9](=[O:20])[s:10]2. Starting materials: CC(C)O, CC1(C)COC(c2cccnc2Cl)=N1, [H-], [Na+], C1CCOC1. Yields the product CC(C)Oc1ncccc1C1=NC(C)(C)CO1. RXN SMILES: [CH:3]([CH3:4])([CH3:5])[OH:6].[Cl:7][c:8]1[n:9][cH:10][cH:11][cH:12][c:13]1[C:14]1=[N:18][C:17]([CH3:19])([CH3:20])[CH2:16][O:15]1.[H-:1].[Na+:2].[O:21]1[CH2:22][CH2:23][CH2:24][CH2:25]1>>[CH:3]([CH3:4])([CH3:5])[O:6][c:8]1[n:9][cH:10][cH:11][cH:12][c:13]1[C:14]1=[N:18][C:17]([CH3:19])([CH3:20])[CH2:16][O:15]1. Reactants: FC1=C(C=CC=C1)C1=NOC(=C1C(=O)O)C (3-(2-fluorophenyl)-5-methylisoxazol-4-carboxylic acid), N1(CCNCC1)C1=C(C=CC=C1)O (2-(piperazine-1-yl)phenol), Cl.C(C)N=C=NCCCN(C)C (1-ethyl-3-(dimethylaminopropyl)carbodiimide hydrochloride), OC1=CC=CC=2NN=NC21 (hydroxybenzotriazole). Yields the product FC1=C(C=CC=C1)C1=NOC(=C1C(=O)N1CCN(CC1)C1=C(C=CC=C1)O)C ((3-(2-fluorophenyl)-5-methylisoxazol-4-yl)(4-(2-hydroxyphenyl)piperazine-1-yl)methanone). The yield is 61.4%. As a reaction SMILES: [F:1][C:2]1[CH:7]=[CH:6][CH:5]=[CH:4][C:3]=1[C:8]1[C:12]([C:13]([OH:15])=O)=[C:11]([CH3:16])[O:10][N:9]=1.Cl.C(N=C=NCCCN(C)C)C.OC1C2N=NNC=2C=CC=1.[N:39]1([C:45]2[CH:50]=[CH:49][CH:48]=[CH:47][C:46]=2[OH:51])[CH2:44][CH2:43][NH:42][CH2:41][CH2:40]1>>[F:1][C:2]1[CH:7]=[CH:6][CH:5]=[CH:4][C:3]=1[C:8]1[C:12]([C:13]([N:42]2[CH2:41][CH2:40][N:39]([C:45]3[CH:50]=[CH:49][CH:48]=[CH:47][C:46]=3[OH:51])[CH2:44][CH2:43]2)=[O:15])=[C:11]([CH3:16])[O:10][N:9]=1 |f:1.2|. Reported procedure: In a similar manner as described in Example 1, by using dimethylformimide (15 mL), 3-(2-fluorophenyl)-5-methylisoxazol-4-carboxylic acid (407 mg, 1.84 mmol), 1-ethyl-3-(dimethylaminopropyl)carbodiimide hydrochloride (388 mg, 2.02 mmol), hydroxybenzotriazole (299 mg, 2.21 mmol) and 2-(piperazine-1-yl)phenol (424 mg, 1.84 mmol), a white solid required compound (433 mg, 1.13 mmol, 62%) was obtained. Reactants: FC1=CC=C(OC=2C=C(OC3=CC=C(C=C3)C(C(=O)OC)(C)C)C=C(C2)[N+](=O)[O-])C=C1 (Methyl 2-{4-[3-(4-fluorophenoxy)-5-nitrophenoxy]phenyl}-2-methylpropanoate), CO (methanol). The solvent is C(C)(=O)OCC (ethyl acetate). Conditions: time 3 hour. The product is NC=1C=C(OC2=CC=C(C=C2)C(C(=O)OC)(C)C)C=C(C1)OC1=CC=C(C=C1)F (Methyl 2-{4-[3-amino-5-(4-fluorophenoxy)phenoxy]phenyl}-2-methylpropanoate). Isolated yield 88.1%. As a reaction SMILES: [F:1][C:2]1[CH:31]=[CH:30][C:5]([O:6][C:7]2[CH:8]=[C:9]([CH:24]=[C:25]([N+:27]([O-])=O)[CH:26]=2)[O:10][C:11]2[CH:16]=[CH:15][C:14]([C:17]([CH3:23])([CH3:22])[C:18]([O:20][CH3:21])=[O:19])=[CH:13][CH:12]=2)=[CH:4][CH:3]=1.CO>C(OCC)(=O)C>[NH2:27][C:25]1[CH:24]=[C:9]([CH:8]=[C:7]([O:6][C:5]2[CH:4]=[CH:3][C:2]([F:1])=[CH:31][CH:30]=2)[CH:26]=1)[O:10][C:11]1[CH:16]=[CH:15][C:14]([C:17]([CH3:22])([CH3:23])[C:18]([O:20][CH3:21])=[O:19])=[CH:13][CH:12]=1. Reported procedure: Under an argon atmosphere, to a 500-mL pear-shaped evaporating flask was added the compound prepared in Example 5 (53.6 g) to which a mixed solution of methanol (50 mL) and ethyl acetate (175 mL) was added. The mixture was heated until dissolution, and the flask was purged with argon prior to addition of 5% palladium carbon (10.8 g). The flask was degassed and charged with hydrogen gas. The flask was vigorously stirred at room temperature for 3 hours. The reaction system was purged with argon, f... Reaction SMILES: [CH3:22][OH:23].[N:1](=[N+:2]=[N-:3])[CH:4]([CH:5]([CH2:6][CH:7]1[CH2:8][CH2:9][CH2:10][CH2:11][CH2:12]1)[NH:13][C:14]([O:15][C:16]([CH3:17])([CH3:18])[CH3:19])=[O:20])[CH3:21]>>[NH2:1][CH:4]([CH:5]([CH2:6][CH:7]1[CH2:8][CH2:9][CH2:10][CH2:11][CH2:12]1)[NH:13][C:14]([O:15][C:16]([CH3:17])([CH3:18])[CH3:19])=[O:20])[CH3:21]. The reactants are CO, CC(N=[N+]=[N-])C(CC1CCCCC1)NC(=O)OC(C)(C)C. Product: CC(N)C(CC1CCCCC1)NC(=O)OC(C)(C)C. Starting materials: N1=CC=CC=C1 (Pyridine), COC(C(\C(=C/O)\F)C)OC (E-4,4-dimethoxy-2-fluoro-3-methyl-buten-1-ol). Reagents/catalysts: [O-2].[O-2].[O-2].[Cr+6] (Chromium trioxide). The solvent is C(Cl)Cl (methylene chloride). Reaction conditions: time 2 hour. The product is COC(/C(=C(\C=O)/F)/C)OC (E-4,4-dimethoxy-2-fluoro-3-methyl-buten-1-al). As a reaction SMILES: N1C=CC=CC=1.[CH3:7][O:8][CH:9]([O:16][CH3:17])[CH:10]([CH3:15])/[C:11](/[F:14])=[CH:12]\[OH:13]>[O-2].[O-2].[O-2].[Cr+6].C(Cl)Cl>[CH3:7][O:8][CH:9]([O:16][CH3:17])/[C:10](/[CH3:15])=[C:11](/[F:14])\[CH:12]=[O:13] |f:2.3.4.5|. Procedure details: Chromium trioxide (145 g., 1.45 mol) was added to 5 l. of methylene chloride in a 12 l. round bottomed flask fitted with an argon inlet and mechanical stirrer. Pyridine (230 ml., 2.9 mol) was added thereto and the resulting mixture was stirred for 2 hours. Celite (290 g.) and then E-4,4-dimethoxy-2-fluoro-3-methyl-buten-1-ol was added in one portion thereto and stirring continued for 30 minutes. The resulting mixture was filtered, evaporated at 30° C. to about 5% of its volume and diluted with 5... Reactants: Cc1ccccc1, CC(=O)CC(O)CCSc1ccc(C(F)(F)F)cc1, O=C(O)C(=O)O. Product: CC(=O)C=CCCSc1ccc(C(F)(F)F)cc1. RXN SMILES: [CH3:26][c:27]1[cH:28][cH:29][cH:30][cH:31][cH:32]1.[OH:1][CH:2]([CH2:3][C:4]([CH3:5])=[O:6])[CH2:7][CH2:8][S:9][c:10]1[cH:11][cH:12][c:13]([C:16]([F:17])([F:18])[F:19])[cH:14][cH:15]1.[OH:20][C:21]([C:22](=[O:23])[OH:24])=[O:25]>>[CH:2](=[CH:3][C:4]([CH3:5])=[O:6])[CH2:7][CH2:8][S:9][c:10]1[cH:11][cH:12][c:13]([C:16]([F:17])([F:18])[F:19])[cH:14][cH:15]1.